This data is from the Open Reaction Database (ORD), a public repository of structured organic reaction records. The task is: describe an organic reaction: reactants, conditions, products, and yield The reactants are C(C)(C)(C)OC(NCCNC(C[C@H](CCCNC(=O)OC(C)(C)C)NC(=O)[C@@H]1CC2=C(C=CC(C=3C=CC(=C(C[C@@H](C(N[C@H](C(N1)=O)CCCNC(=O)OC(C)(C)C)=O)NC(=O)OC(C)(C)C)C3)O)=C2)O)=O)=O (tert-butyl(2-{[(3S)-6-[(tert-butoxycarbonyl)amino]-3-({[(8S,11S,14S)-14-[(tert-butoxycarbonyl)amino]-11-{3-[(tert-butoxycarbonyl)amino]propyl}-5,17-dihydroxy-10,13-dioxo-9,12-diazatricyclo[14.3.1.12,6]henicosa-1(20),2(21),3,5,16,18-hexaen-8-yl]carbonyl}amino)hexanoyl]amino}ethyl)carbamate), solution, Cl (hydrogen chloride). The solvent is O1CCOCC1 (dioxane). Conditions: time 20 minute. Yields the product Cl.Cl.Cl.Cl.N[C@@H]1C(N[C@H](C(N[C@@H](CC2=C(C=CC(C=3C=CC(=C(C1)C3)O)=C2)O)C(=O)N[C@@H](CCCN)CC(=O)NCCN)=O)CCCN)=O ((8S,11S,14S)-14-Amino-N-((1S)-4-amino-1-{2-[(2-aminoethyl)amino]-2-oxoethyl}butyl)-11-(3-aminopropyl)-5,17-dihydroxy-10,13-dioxo-9,12-diazatricyclo[14.3.1.12,6]henicosa-1(20),2(21),3,5,16,18-hexaene-8-carboxamide tetrahydrochloride). As a reaction SMILES: C(OC(=O)[NH:7][CH2:8][CH2:9][NH:10][C:11](=[O:72])[CH2:12][C@@H:13]([NH:25][C:26]([C@H:28]1[NH:46][C:45](=[O:47])[C@H:44]([CH2:48][CH2:49][CH2:50][NH:51]C(OC(C)(C)C)=O)[NH:43][C:42](=[O:59])[C@@H:41]([NH:60]C(OC(C)(C)C)=O)[CH2:40][C:39]2[CH:68]=[C:35]([CH:36]=[CH:37][C:38]=2[OH:69])[C:34]2=[CH:70][C:30](=[C:31]([OH:71])[CH:32]=[CH:33]2)[CH2:29]1)=[O:27])[CH2:14][CH2:15][CH2:16][NH:17]C(OC(C)(C)C)=O)(C)(C)C.[ClH:74]>O1CCOCC1>[ClH:74].[ClH:74].[ClH:74].[ClH:74].[NH2:60][C@H:41]1[CH2:40][C:39]2[CH:68]=[C:35]([CH:36]=[CH:37][C:38]=2[OH:69])[C:34]2=[CH:70][C:30](=[C:31]([OH:71])[CH:32]=[CH:33]2)[CH2:29][C@@H:28]([C:26]([NH:25][C@H:13]([CH2:12][C:11]([NH:10][CH2:9][CH2:8][NH2:7])=[O:72])[CH2:14][CH2:15][CH2:16][NH2:17])=[O:27])[NH:46][C:45](=[O:47])[C@H:44]([CH2:48][CH2:49][CH2:50][NH2:51])[NH:43][C:42]1=[O:59] |f:3.4.5.6.7|. Procedure details: A mixture of 30 mg (0.029 mmol) of tert-butyl(2-{[(3S)-6-[(tert-butoxycarbonyl)amino]-3-({[(8S,11S,14S)-14-[(tert-butoxycarbonyl)amino]-11-{3-[(tert-butoxycarbonyl)amino]propyl}-5,17-dihydroxy-10,13-dioxo-9,12-diazatricyclo[14.3.1.12,6]henicosa-1(20),2(21),3,5,16,18-hexaen-8-yl]carbonyl}amino)hexanoyl]amino}ethyl)carbamate (Example 193A) in 2 ml of a 4M solution of hydrogen chloride in dioxane is stirred at RT for 20 min. The reaction solution is concentrated, coevaporated with dichloromethane s... The reactants are S1C2=C(C(=C1)C=CC1=CC=C(S1)C(=O)Cl)C=CC=C2 (5-[2-(benzo[b]thiophen-3-yl)ethenyl]thiophene2-carboxylic acid chloride), N1=CC(=CC=C1)CO (3-pyridylcarbinol). Run in N1=CC=CC=C1 (pyridine). Yields the product S1C2=C(C(=C1)C=CC1=CC=C(S1)C(=O)O)C=CC=C2 (5-[2-(benzo[b]thiophen-3-yl)ethenyl]thiophene-2-carboxylic acid), product. Isolated yield 23.0%. RXN SMILES: [S:1]1[CH:5]=[C:4]([CH:6]=[CH:7][C:8]2[S:12][C:11]([C:13](Cl)=[O:14])=[CH:10][CH:9]=2)[C:3]2[CH:16]=[CH:17][CH:18]=[CH:19][C:2]1=2.N1C=CC=C(C[OH:27])C=1>N1C=CC=CC=1>[S:1]1[CH:5]=[C:4]([CH:6]=[CH:7][C:8]2[S:12][C:11]([C:13]([OH:27])=[O:14])=[CH:10][CH:9]=2)[C:3]2[CH:16]=[CH:17][CH:18]=[CH:19][C:2]1=2. Reported procedure: The acid chloride of 5-[2-(benzo[b]thiophen-3-yl)ethenyl]thiophene-2-carboxylic acid was prepared as described in Example 9. To a suspension of 5-[2-(benzo[b]thiophen-3-yl)ethenyl]thiophene2-carboxylic acid chloride (5.00 g) and pyridine (50 ml) was added 3-pyridylcarbinol (1.79 g). After refluxing overnight, the mixture was evaporated, and the residue was dissolved in ether, filtered, and concentrated. The residue was purified by high performance liquid chromatography (silica gel, eluted with 2...